Dataset: the Open Reaction Database (ORD), a public repository of structured organic reaction records. Task: describe an organic reaction: reactants, conditions, products, and yield Reactants: CCOC(=O)C(Br)CC, O=C([O-])[O-], [K+], [K+], CN(C)C=O, O, O=c1cc(O)c2ccccc2o1. Product: CCOC(=O)C(CC)c1c(O)c2ccccc2oc1=O. Reaction SMILES: [Br:13][CH:14]([C:15](=[O:16])[O:17][CH2:18][CH3:19])[CH2:20][CH3:21].[C:22](=[O:23])([O-:24])[O-:25].[K+:26].[K+:27].[O:28]=[CH:29][N:30]([CH3:31])[CH3:32].[OH2:33].[OH:1][c:2]1[cH:3][c:4](=[O:12])[o:5][c:6]2[cH:7][cH:8][cH:9][cH:10][c:11]12>>[OH:1][c:2]1[c:3]([CH:14]([C:15](=[O:16])[O:17][CH2:18][CH3:19])[CH2:20][CH3:21])[c:4](=[O:12])[o:5][c:6]2[cH:7][cH:8][cH:9][cH:10][c:11]12. The solvent is CN(C=O)C (dimethylformamide). Product: [Na+].[Na+].NC1=CC=C(C(=C1)C)C(=O)NC1=CC=C(C2=CC(=CC(=C12)O)S(=O)(=O)[O-])S(=O)(=O)[O-] (4-(5-amino-o-toluamido)-5-hydroxy-1,7-naphthalenedisulfonic acid disodium salt). Procedure: An 11.0 g portion of the above nitro derivative is hydrogenated in a Parr apparatus with 1.25 g of 10% palladium on carbon and 110 ml of dimethylformamide. The reaction mixture is filtered, concentrated to a small volume and ethanol is added to a total volume of 500 ml. The mixture is concentrated to 100 ml and ether is added. The solid is collected, washed with ether and dried giving 7.8 g of 4-(5-amino-o-toluamido)-5-hydroxy-1,7-naphthalenedisulfonic acid disodium salt. RXN SMILES: [Na+:1].[Na+].[OH:3][C:4]1[CH:13]=[C:12]([S:14]([O-:17])(=[O:16])=[O:15])[CH:11]=[C:10]2[C:5]=1[C:6]([NH:22][C:23]([C:25]1[C:26]([CH3:34])=[CH:27][C:28]([N+:31]([O-])=O)=[CH:29][CH:30]=1)=[O:24])=[CH:7][CH:8]=[C:9]2[S:18]([O-:21])(=[O:20])=[O:19]>[Pd].CN(C)C=O>[Na+:1].[Na+:1].[NH2:31][C:28]1[CH:27]=[C:26]([CH3:34])[C:25]([C:23]([NH:22][C:6]2[C:5]3[C:10](=[CH:11][C:12]([S:14]([O-:17])(=[O:16])=[O:15])=[CH:13][C:4]=3[OH:3])[C:9]([S:18]([O-:21])(=[O:20])=[O:19])=[CH:8][CH:7]=2)=[O:24])=[CH:30][CH:29]=1 |f:0.1.2,5.6.7|. Reactants: [Na+].[Na+].OC1=C2C(=CC=C(C2=CC(=C1)S(=O)(=O)[O-])S(=O)(=O)[O-])NC(=O)C=1C(=CC(=CC1)[N+](=O)[O-])C (5-hydroxy-4-(5-nitro-o-toluamido)-1,7-naphthalenedisulfonic acid disodium salt). The reagents and catalysts are [Pd] (palladium on carbon). Reactants: NC1=C(C(=O)OC)C=CC=C1[N+](=O)[O-] (Methyl 2-amino-3-nitrobenzoate), [Na+].[I-] (NaI), BrCCCOC (1-bromo-3-methoxypropane), [H-].[Na+] (NaH). The solvent is CN(C)C=O (DMF), O (H2O). Conditions: temperature 0 celsius, time 5 minute. Yields the product COCCCNC1=C(C(=O)OC)C=CC=C1[N+](=O)[O-] (methyl 2-(3-methoxypropylamino)-3-nitrobenzoate). Yield: 39.0%. As a reaction SMILES: [NH2:1][C:2]1[C:11]([N+:12]([O-:14])=[O:13])=[CH:10][CH:9]=[CH:8][C:3]=1[C:4]([O:6][CH3:7])=[O:5].[Na+].[I-].[H-].[Na+].Br[CH2:20][CH2:21][CH2:22][O:23][CH3:24]>CN(C=O)C.O>[CH3:24][O:23][CH2:22][CH2:21][CH2:20][NH:1][C:2]1[C:11]([N+:12]([O-:14])=[O:13])=[CH:10][CH:9]=[CH:8][C:3]=1[C:4]([O:6][CH3:7])=[O:5] |f:1.2,3.4|. Procedure: Methyl 2-amino-3-nitrobenzoate (3.82 mmol, 0.75 g) in DMF (20 mL) was added NaI (8.40 mmol, 1.26 g). The reaction solution was stirred at 0° C. for 5 min and then added NaH (5.00 mmol, 0.20 g) at 0° C. The reaction solution was stirred at 0° C. for 30 min and then added 1-bromo-3-methoxypropane (5.00 mmol, 0.77 g). The reaction solution was heated to 80° C. and kept stirring at 80° C. for 6 hr. After cooling down the reaction solution was poured into H2O, extracted with EtOAc. The extract was wa... Starting materials: [BH3-]C#N, CC(=O)[O-], COC(=O)CC(N)C(=O)OC, CCO, Cl, O=Cc1ccccc1[N+](=O)[O-], [Na+], [Na+]. Product: COC(=O)CC(NCc1ccccc1[N+](=O)[O-])C(=O)OC. Reaction SMILES: [C:29]([BH3-:30])#[N:31].[CH3:14][C:15](=[O:16])[O-:17].[CH3:2][O:3][C:4]([CH:5]([NH2:6])[CH2:7][C:8](=[O:9])[O:10][CH3:11])=[O:12].[CH3:33][CH2:34][OH:35].[ClH:1].[N+:18](=[O:19])([O-:20])[c:21]1[c:22]([CH:23]=[O:24])[cH:25][cH:26][cH:27][cH:28]1.[Na+:13].[Na+:32]>>[CH3:2][O:3][C:4]([CH:5]([NH:6][CH2:23][c:22]1[c:21]([N+:18](=[O:19])[O-:20])[cH:28][cH:27][cH:26][cH:25]1)[CH2:7][C:8](=[O:9])[O:10][CH3:11])=[O:12]. Starting materials: ClB(Cl)Cl, O=C([O-])O, Fc1ccccc1-n1c(COCc2ccccc2)nnc1-c1ccc(-c2ccccc2)cc1, CCCCCC, CO, ClC(Cl)Cl, [Na+]. Product: OCc1nnc(-c2ccc(-c3ccccc3)cc2)n1-c1ccccc1F. Reaction SMILES: [B:40]([Cl:41])([Cl:42])[Cl:43].[C:46](=[O:47])([O-:48])[OH:49].[CH2:1]([c:2]1[cH:3][cH:4][cH:5][cH:6][cH:7]1)[O:8][CH2:9][c:10]1[n:11][n:12][c:13](-[c:22]2[cH:23][cH:24][c:25](-[c:28]3[cH:29][cH:30][cH:31][cH:32][cH:33]3)[cH:26][cH:27]2)[n:14]1-[c:15]1[c:16]([F:21])[cH:17][cH:18][cH:19][cH:20]1.[CH3:34][CH2:35][CH2:36][CH2:37][CH2:38][CH3:39].[CH3:44][OH:45].[CH:51]([Cl:52])([Cl:53])[Cl:54].[Na+:50]>>[OH:8][CH2:9][c:10]1[n:11][n:12][c:13](-[c:22]2[cH:23][cH:24][c:25](-[c:28]3[cH:29][cH:30][cH:31][cH:32][cH:33]3)[cH:26][cH:27]2)[n:14]1-[c:15]1[c:16]([F:21])[cH:17][cH:18][cH:19][cH:20]1. The reactants are COC=1C=C(C=CC1OC)C=1C=C2C(=NC1)NC=C2 (5-(3,4-Dimethoxy-phenyl)-1H-pyrrolo[2,3-b]pyridine), O.O.O.O.O.S(=S)(=O)([O-])[O-].[Na+].[Na+] (Sodium thiosulfate, pentahydrate), II (Iodine). The solvent is O1CCCC1 (Tetrahydrofuran), O (water), O1CCCC1 (Tetrahydrofuran). Run at temperature -40 celsius. The product is COC=1C=C(C=CC1OC)C=1C=C2C(=NC1)NC=C2I (5-(3,4-Dimethoxy-phenyl)-3-iodo-1H-pyrrolo[2,3-b]pyridine). As a reaction SMILES: [CH3:1][O:2][C:3]1[CH:4]=[C:5]([C:11]2[CH:12]=[C:13]3[CH:19]=[CH:18][NH:17][C:14]3=[N:15][CH:16]=2)[CH:6]=[CH:7][C:8]=1[O:9][CH3:10].[I:20]I.O.O.O.O.O.S([O-])([O-])(=O)=S.[Na+].[Na+]>O1CCCC1.O>[CH3:1][O:2][C:3]1[CH:4]=[C:5]([C:11]2[CH:12]=[C:13]3[C:19]([I:20])=[CH:18][NH:17][C:14]3=[N:15][CH:16]=2)[CH:6]=[CH:7][C:8]=1[O:9][CH3:10] |f:2.3.4.5.6.7.8.9|. Procedure details: 5-(3,4-Dimethoxy-phenyl)-1H-pyrrolo[2,3-b]pyridine, 82, (0.270 g, 0.00106 mol) was dissolved in Tetrahydrofuran (8.5 mL, 0.10 mol) under an atmosphere of Nitrogen. The solution was stirred at −40° C. and Iodine (0.269 g, 0.00106 mol) dissolved in 2.5 mL of Tetrahydrofuran was added. The chilled reaction mixture was stirred for 2 h and was then quenched with the addition of Sodium thiosulfate, pentahydrate (0.13 g, 0.00053 mol) in water (1M). The reaction mixture was partitioned between water (20...